Dataset: the Open Reaction Database (ORD), a public repository of structured organic reaction records. Task: describe an organic reaction: reactants, conditions, products, and yield Reactants: C(C)C1=C(C=CC=C1CN1CC(C1)C(=O)OC)B(O)O ([2-ethyl-3-({3-[(methyloxy)carbonyl]-1-azetidinyl}methyl)phenyl]boronic acid), BrC=1SC(=NN1)C1=CC(=C(C=C1)OC(C)C)Cl (2-bromo-5-{3-chloro-4-[(1-methylethyl)oxy]phenyl}-1,3,4-thiadiazole), C([O-])([O-])=O.[K+].[K+] (potassium carbonate), CC(C)C1=CC(=C(C(=C1)C(C)C)C2=C(C=CC=C2)P(C3CCCCC3)C4CCCCC4)C(C)C (X-Phos), B(O)O (boronic acid). Reagents/catalysts: C=1C=CC(=CC1)/C=C/C(=O)/C=C/C2=CC=CC=C2.C=1C=CC(=CC1)/C=C/C(=O)/C=C/C2=CC=CC=C2.C=1C=CC(=CC1)/C=C/C(=O)/C=C/C2=CC=CC=C2.[Pd].[Pd] (Pd2(dba)3). The solvent is O1CCOCC1 (1,4-dioxane), O (water). Conditions: temperature 90 celsius, time 11 minute. Yields the product [Cl-].ClC=1C=C(C=CC1OC(C)C)C1=NN=C(S1)C=1C(=C(C[NH+]2CC(C2)C(=O)OC)C=CC1)CC (1-(3-(5-(3-chloro-4-isopropoxyphenyl)-1,3,4-thiadiazol-2-yl)-2-ethylbenzyl)-3-(methoxycarbonyl)azetidin-1-ium chloride). RXN SMILES: [CH2:1]([C:3]1[C:8]([CH2:9][N:10]2[CH2:13][CH:12]([C:14]([O:16][CH3:17])=[O:15])[CH2:11]2)=[CH:7][CH:6]=[CH:5][C:4]=1B(O)O)[CH3:2].Br[C:22]1[S:23][C:24]([C:27]2[CH:32]=[CH:31][C:30]([O:33][CH:34]([CH3:36])[CH3:35])=[C:29]([Cl:37])[CH:28]=2)=[N:25][N:26]=1.C(=O)([O-])[O-].[K+].[K+].CC(C1C=C(C(C)C)C(C2C=CC=CC=2P(C2CCCCC2)C2CCCCC2)=C(C(C)C)C=1)C.B(O)O>O1CCOCC1.C1C=CC(/C=C/C(/C=C/C2C=CC=CC=2)=O)=CC=1.C1C=CC(/C=C/C(/C=C/C2C=CC=CC=2)=O)=CC=1.C1C=CC(/C=C/C(/C=C/C2C=CC=CC=2)=O)=CC=1.[Pd].[Pd].O>[Cl-:37].[Cl:37][C:29]1[CH:28]=[C:27]([C:24]2[S:23][C:22]([C:4]3[C:3]([CH2:1][CH3:2])=[C:8]([CH:7]=[CH:6][CH:5]=3)[CH2:9][NH+:10]3[CH2:13][CH:12]([C:14]([O:16][CH3:17])=[O:15])[CH2:11]3)=[N:26][N:25]=2)[CH:32]=[CH:31][C:30]=1[O:33][CH:34]([CH3:35])[CH3:36] |f:2.3.4,8.9.10.11.12,14.15|. Procedure details: To a solution of [2-ethyl-3-({3-[(methyloxy)carbonyl]-1-azetidinyl}methyl)phenyl]boronic acid (2.2 g, 7.94 mmol)) in 1,4-dioxane (18 mL) and water (6 mL) were added 2-bromo-5-{3-chloro-4-[(1-methylethyl)oxy]phenyl}-1,3,4-thiadiazole (3.18 g, 9.53 mmol), Pd2(dba)3 (0.582 g, 0.635 mmol), potassium carbonate (3.29 g, 23.82 mmol) and X-Phos (0.454 g, 0.953 mmol). The mixture was heated to 90° C. and stirred for 7 hours 11 mins. LCMS showed that the boronic acid was almost consumed completely. The he... The reactants are CCO, O=C1NC(Cc2ccccc2C(F)(F)F)C(c2ccc(F)cc2)O1, [Na+], [OH-]. Product: NC(Cc1ccccc1C(F)(F)F)C(O)c1ccc(F)cc1. RXN SMILES: [CH3:27][CH2:28][OH:29].[F:1][c:2]1[cH:3][cH:4][c:5]([CH:8]2[CH:9]([CH2:14][c:15]3[c:16]([C:21]([F:22])([F:23])[F:24])[cH:17][cH:18][cH:19][cH:20]3)[NH:10][C:11](=[O:13])[O:12]2)[cH:6][cH:7]1.[Na+:26].[OH-:25]>>[F:1][c:2]1[cH:3][cH:4][c:5]([CH:8]([CH:9]([NH2:10])[CH2:14][c:15]2[c:16]([C:21]([F:22])([F:23])[F:24])[cH:17][cH:18][cH:19][cH:20]2)[OH:12])[cH:6][cH:7]1. The reactants are O=C(Nc1cccnc1)NC1CCN(c2nc(NCC(c3ccccc3)c3ccccc3)c3ncn(C4OC(c5nnn(Cc6ccccc6)n5)C(O)C4O)c3n2)C1, CCO, O=C[O-], [NH4+]. Product: O=C(Nc1cccnc1)NC1CCN(c2nc(NCC(c3ccccc3)c3ccccc3)c3ncn(C4OC(c5nn[nH]n5)C(O)C4O)c3n2)C1. Reaction SMILES: [CH2:1]([c:2]1[cH:3][cH:4][cH:5][cH:6][cH:7]1)[n:8]1[n:9][c:10]([CH:13]2[CH:14]([OH:58])[CH:15]([OH:57])[CH:16]([n:18]3[c:19]4[n:20][c:21]([N:42]5[CH2:43][CH:44]([NH:47][C:48](=[O:49])[NH:50][c:51]6[cH:52][n:53][cH:54][cH:55][cH:56]6)[CH2:45][CH2:46]5)[n:22][c:23]([NH:27][CH2:28][CH:29]([c:30]5[cH:31][cH:32][cH:33][cH:34][cH:35]5)[c:36]5[cH:37][cH:38][cH:39][cH:40][cH:41]5)[c:24]4[n:25][cH:26]3)[O:17]2)[n:11][n:12]1.[CH3:63][CH2:64][OH:65].[CH:59]([O-:60])=[O:61].[NH4+:62]>>[nH:8]1[n:9][c:10]([CH:13]2[CH:14]([OH:58])[CH:15]([OH:57])[CH:16]([n:18]3[c:19]4[n:20][c:21]([N:42]5[CH2:43][CH:44]([NH:47][C:48](=[O:49])[NH:50][c:51]6[cH:52][n:53][cH:54][cH:55][cH:56]6)[CH2:45][CH2:46]5)[n:22][c:23]([NH:27][CH2:28][CH:29]([c:30]5[cH:31][cH:32][cH:33][cH:34][cH:35]5)[c:36]5[cH:37][cH:38][cH:39][cH:40][cH:41]5)[c:24]4[n:25][cH:26]3)[O:17]2)[n:11][n:12]1. Starting materials: NC1=NC=CC=C1 (2-Aminopyridine), OS(=O)(=O)O.O=S(=O)=O (oleum), ice. Conditions: temperature 140 celsius, time 2 hour. Yields the product NC1=NC=C(C=C1)S(=O)(=O)O (2-Aminopyridine-5-sulphonic Acid). The yield is 75.2%. RXN SMILES: [NH2:1][C:2]1[CH:7]=[CH:6][CH:5]=[CH:4][N:3]=1.[OH:8][S:9](O)(=[O:11])=[O:10].O=S(=O)=O>>[NH2:1][C:2]1[CH:7]=[CH:6][C:5]([S:9]([OH:11])(=[O:10])=[O:8])=[CH:4][N:3]=1 |f:1.2|. Procedure: 2-Aminopyridine (80 g, 0.85 mol) was added portionwise over 30 minutes to stirred oleum (320 g) and the resulting solution heated at 140° C. for 4 hours, then allowed to cool. The reaction mixture was poured onto stirred ice (200 g) and this mixture stirred at ice-salt bath temperature for a further 2 hours. The resulting suspension was filtered, then the collected solid washed successively with ice-water (200 ml) and cold industrial methylated spirit (IMS) (200 ml) and, finally, dried under suc... Starting materials: COC(=O)C1=CNC2=CC(=CC=C12)Cl (6-chloro-1H-indole-3-carboxylic acid methyl ester), [H-].[Na+] (NaH), Cl.ClCCN(C)C ((2-chloro-ethyl)-dimethyl-amine hydrochloride). Solvent: CN(C)C=O (DMF). Conditions: time 20 minute. Yields the product COC(=O)C1=CN(C2=CC(=CC=C12)Cl)CCN(C)C (6-chloro-1-(2-dimethylamino-ethyl)-1H-indole-3-carboxylic acid methyl ester). Yield: 35.6%. As a reaction SMILES: [CH3:1][O:2][C:3]([C:5]1[C:13]2[C:8](=[CH:9][C:10]([Cl:14])=[CH:11][CH:12]=2)[NH:7][CH:6]=1)=[O:4].[H-].[Na+].Cl.Cl[CH2:19][CH2:20][N:21]([CH3:23])[CH3:22]>CN(C=O)C>[CH3:1][O:2][C:3]([C:5]1[C:13]2[C:8](=[CH:9][C:10]([Cl:14])=[CH:11][CH:12]=2)[N:7]([CH2:19][CH2:20][N:21]([CH3:23])[CH3:22])[CH:6]=1)=[O:4] |f:1.2,3.4|. Procedure: To a stirred solution of 80 mg (0.38 mol) of 6-chloro-1H-indole-3-carboxylic acid methyl ester in 5 ml of DMF were added 50 mg of NaH (3 eq, 55H in oil) at RT. After 20 min, 66 mg (0.45 mmol, 1.2 eq.) of (2-chloro-ethyl)-dimethyl-amine hydrochloride were added and stirring was continued overnight at 60° C. Extraction with EtOAc/aq. NH4Cl followed by flash chromatography yielded 45 mg of crude 6-chloro-1-(2-dimethylamino-ethyl)-1H-indole-3-carboxylic acid methyl ester. The reactants are FC1=C(C(C#N)=CC(=C1OC)OC)C#N (3-fluoro-4,5-dimethoxyphthalonitrile). The reagents and catalysts are [Pt]=O (platinum oxide). Solvent: C(C)O (ethanol). Conditions: time 3 day. Yields the product FC1=C2C(=NCC2=CC(=C1OC)OC)N (4-Fluoro-5,6-dimethoxy-1H-3-isoindoleamine). Yield: 43.6%. Reaction SMILES: [F:1][C:2]1[C:9]([O:10][CH3:11])=[C:8]([O:12][CH3:13])[CH:7]=[C:4]([C:5]#[N:6])[C:3]=1[C:14]#[N:15]>C(O)C.[Pt]=O>[F:1][C:2]1[C:9]([O:10][CH3:11])=[C:8]([O:12][CH3:13])[CH:7]=[C:4]2[C:3]=1[C:14]([NH2:15])=[N:6][CH2:5]2. Reported procedure: After dissolving 3-fluoro-4,5-dimethoxyphthalonitrile (450 mg, 2.18 mmol) in ethanol (50 ml), platinum oxide (0.1 g) was added. Catalytic hydrogenating reduction was carried out for 3 days at normal temperature and pressure. The catalyst was removed by celite filtration, washing was performed with methanol, and the filtrate was concentrated under reduced pressure. The obtained crude product was purified by silica gel column chromatography (solvent: ethyl acetate:methanol:27% aqueous ammonia=3:1:... Reactants: ClC1=CC(=NC=C1C(=O)OC)Cl (methyl 4,6-dichloronicotinate), CO (MeOH), [OH-].[Na+] (NaOH), Cl (HCl). Run in C1CCOC1 (THF), O (H2O), O (H2O). Conditions: time 40 minute. Yields the product ClC1=CC(=NC=C1C(=O)O)Cl (4,6-Dichloronicotinic acid). The yield is 69.0%. Reaction SMILES: [Cl:1][C:2]1[C:7]([C:8]([O:10]C)=[O:9])=[CH:6][N:5]=[C:4]([Cl:12])[CH:3]=1.CO.[OH-].[Na+].Cl>C1COCC1.O>[Cl:1][C:2]1[C:7]([C:8]([OH:10])=[O:9])=[CH:6][N:5]=[C:4]([Cl:12])[CH:3]=1 |f:2.3|. Procedure: To a solution of methyl 4,6-dichloronicotinate in a mixture of THF (400 ml), MeOH (100 ml) and H2O (100 ml) was added a solution of NaOH (10 g) in 40 ml H2O. The mixture was stirred for 40 min, at room temp. Then, the solvents were reduced and it was acidified with conc. HCl to a pH of about 2. It was extracted using a mixture of Et2O/EtOAc and the organic layer was dried with Na2SO4. The solvents were removed and the residue dried in vacuo to obtain the title compound as a white solid (12.3 g, ...